Dataset: the Open Reaction Database (ORD), a public repository of structured organic reaction records. Task: describe an organic reaction: reactants, conditions, products, and yield Reactants: N1(N=CC=C1)C1=CC=C(CC=2C(=NC3=C(C=C(C=C3C2Cl)C(=O)C2=CN=CN2C)C)Cl)C=C1 ((3-(4-(1H-pyrazol-1-yl)benzyl)-2,4-dichloro-8-methylquinolin-6-yl)(1-methyl-1H-imidazol-5-yl)methanone), Intermediate 14, C[O-].[Na+] (sodium methoxide). Run in C(Cl)Cl (DCM), C1(=CC=CC=C1)C (toluene). Run at time 30 minute. The product is N1(N=CC=C1)C1=CC=C(CC=2C(=NC3=C(C=C(C=C3C2Cl)C(=O)C2=CN=CN2C)C)OC)C=C1 ((3-(4-(1H-Pyrazol-1-yl)benzyl)-4-chloro-2-methoxy-8-methylquinolin-6-yl)(1-methyl-1H-imidazol-5-yl)methanone). Reaction SMILES: [N:1]1([C:6]2[CH:33]=[CH:32][C:9]([CH2:10][C:11]3[C:12](Cl)=[N:13][C:14]4[C:19]([C:20]=3[Cl:21])=[CH:18][C:17]([C:22]([C:24]3[N:28]([CH3:29])[CH:27]=[N:26][CH:25]=3)=[O:23])=[CH:16][C:15]=4[CH3:30])=[CH:8][CH:7]=2)[CH:5]=[CH:4][CH:3]=[N:2]1.[CH3:34][O-:35].[Na+]>C1(C)C=CC=CC=1.C(Cl)Cl>[N:1]1([C:6]2[CH:33]=[CH:32][C:9]([CH2:10][C:11]3[C:12]([O:35][CH3:34])=[N:13][C:14]4[C:19]([C:20]=3[Cl:21])=[CH:18][C:17]([C:22]([C:24]3[N:28]([CH3:29])[CH:27]=[N:26][CH:25]=3)=[O:23])=[CH:16][C:15]=4[CH3:30])=[CH:8][CH:7]=2)[CH:5]=[CH:4][CH:3]=[N:2]1 |f:1.2|. Procedure: A mixture of (3-(4-(1H-pyrazol-1-yl)benzyl)-2,4-dichloro-8-methylquinolin-6-yl)(1-methyl-1H-imidazol-5-yl)methanone (1.05 g, 2.20 mmol, Intermediate 14: step a) and dry sodium methoxide (0.59 g, 11.02 mmol) in toluene (10 mL) was heated in a sealed tube at 110° C. for 12 hours. The mixture was cooled to room temperature, diluted with DCM, stirred for 30 minutes at room temperature and the resulting suspension filtered through Celite®, rinsing several times with DCM. The solvents were removed und... The product is Cc1oc(=O)oc1COC(=O)c1cc(Cl)ccc1NC(=O)COCC(=O)Nc1cccc(-c2ccncc2)c1. Starting materials: CCOC(C)=O, O=C(COCC(=O)Nc1ccc(Cl)cc1C(=O)O)Nc1cccc(-c2ccncc2)c1, Cc1oc(=O)oc1CCl, [I-], [Na+], [Na], CN(C)C=O. Reaction SMILES: [CH3:44][CH2:45][O:46][C:47](=[O:48])[CH3:49].[Cl:2][c:3]1[cH:4][cH:5][c:6]([NH:12][C:13]([CH2:14][O:15][CH2:16][C:17]([NH:18][c:19]2[cH:20][c:21](-[c:25]3[cH:26][cH:27][n:28][cH:29][cH:30]3)[cH:22][cH:23][cH:24]2)=[O:31])=[O:32])[c:7]([C:8](=[O:9])[OH:10])[cH:11]1.[Cl:33][CH2:34][c:35]1[o:36][c:37](=[O:41])[o:38][c:39]1[CH3:40].[I-:43].[Na+:42].[Na:1].[O:50]=[CH:51][N:52]([CH3:53])[CH3:54]>>[Cl:2][c:3]1[cH:4][cH:5][c:6]([NH:12][C:13]([CH2:14][O:15][CH2:16][C:17]([NH:18][c:19]2[cH:20][c:21](-[c:25]3[cH:26][cH:27][n:28][cH:29][cH:30]3)[cH:22][cH:23][cH:24]2)=[O:31])=[O:32])[c:7]([C:8]([O:9][CH2:34][c:35]2[o:36][c:37](=[O:41])[o:38][c:39]2[CH3:40])=[O:10])[cH:11]1. Reactants: C1(CCCCC1)[C@@H](C(=O)N[C@H](C(=O)N1[C@@H]([C@@H]2[C@H](C1)CCC2)C(=O)N[C@H](C(C(=O)NC2CC2)O)CCC)C(C)(C)C)NC(=O)C2=NC=CN=C2 ((1S,3aR,6aS)-2-((S)-2-((S)-2-cyclohexyl-2-(pyrazine-2-carboxamido)acetamido)-3,3-dimethylbutanoyl)-N-((3S)-1-(cyclopropylamino)-2-hydroxy-1-oxohexan-3-yl)octahydrocyclopenta[c]pyrrole-1-carboxamide), CC(=O)OI1(C=2C=CC=CC2C(=O)O1)(OC(=O)C)OC(=O)C (Dess-Martin periodinane), CC1(CCCC(N1[O])(C)C)C (TEMPO), Cl[O-].[Na+] (sodium hypochlorite), S([O-])(O)=O.[Na+] (sodium bisulfite), C1(CCCCC1)[C@@H](C(=O)N[C@H](C(=O)N1[C@@H]([C@@H]2[C@H](C1)CCC2)C(=O)N[C@H](C(C(=O)NC2CC2)O)CCC)C(C)(C)C)NC(=O)C2=NC=CN=C2 ((1S,3aR,6aS)-2-((S)-2-((S)-2-cyclohexyl-2-(pyrazine-2-carboxamido)acetamido)-3,3-dimethylbutanoyl)-N-((3S)-1-(cyclopropylamino)-2-hydroxy-1-oxohexan-3-yl)octahydrocyclopenta[c]pyrrole-1-carboxamide), CC(=O)OI1(C=2C=CC=CC2C(=O)O1)(OC(=O)C)OC(=O)C (Dess-Martin periodinane). The solvent is ClCCl (dichloromethane). Run at time 2 hour. Yields the product C1(CCCCC1)[C@@H](C(=O)N[C@H](C(=O)N1[C@@H]([C@@H]2[C@H](C1)CCC2)C(=O)N[C@H](C(C(=O)NC2CC2)=O)CCC)C(C)(C)C)NC(=O)C2=NC=CN=C2 ((1S,3aR,6aS)-2-((S)-2-((S)-2-cyclohexyl-2-(pyrazine-2-carboxamido)acetamido)-3,3-dimethylbutanoyl)-N-((S)-1-(cyclopropylamino)-1,2-dioxo-hexan-3-yl)octahydrocyclopenta[c]pyrrole-1-carboxamide). RXN SMILES: [CH:1]1([C@H:7]([NH:41][C:42]([C:44]2[CH:49]=[N:48][CH:47]=[CH:46][N:45]=2)=[O:43])[C:8]([NH:10][C@@H:11]([C:37]([CH3:40])([CH3:39])[CH3:38])[C:12]([N:14]2[CH2:18][C@@H:17]3[CH2:19][CH2:20][CH2:21][C@@H:16]3[C@H:15]2[C:22]([NH:24][C@@H:25]([CH2:34][CH2:35][CH3:36])[CH:26]([OH:33])[C:27]([NH:29][CH:30]2[CH2:32][CH2:31]2)=[O:28])=[O:23])=[O:13])=[O:9])[CH2:6][CH2:5][CH2:4][CH2:3][CH2:2]1.CC(OI1(OC(C)=O)(OC(C)=O)OC(=O)C2C=CC=CC1=2)=O.CC1(C)N([O])C(C)(C)CCC1.Cl[O-].[Na+].S(=O)(O)[O-].[Na+]>ClCCl>[CH:1]1([C@H:7]([NH:41][C:42]([C:44]2[CH:49]=[N:48][CH:47]=[CH:46][N:45]=2)=[O:43])[C:8]([NH:10][C@@H:11]([C:37]([CH3:38])([CH3:39])[CH3:40])[C:12]([N:14]2[CH2:18][C@@H:17]3[CH2:19][CH2:20][CH2:21][C@@H:16]3[C@H:15]2[C:22]([NH:24][C@@H:25]([CH2:34][CH2:35][CH3:36])[C:26](=[O:33])[C:27]([NH:29][CH:30]2[CH2:31][CH2:32]2)=[O:28])=[O:23])=[O:13])=[O:9])[CH2:6][CH2:5][CH2:4][CH2:3][CH2:2]1 |f:3.4,5.6,^1:75|. Reported procedure: The title compound is prepared by oxidation of the product of Step h with a suitable oxidizing reagent such as Dess-Martin periodinane or TEMPO and sodium hypochlorite. Specifically, in a flask containing 1.31 g of (1S,3aR,6aS)-2-((S)-2-((S)-2-cyclohexyl-2-(pyrazine-2-carboxamido)acetamido)-3,3-dimethylbutanoyl)-N-((3S)-1-(cyclopropylamino)-2-hydroxy-1-oxohexan-3-yl)octahydrocyclopenta[c]pyrrole-1-carboxamide in 40 mL of dichloromethane is added at room temperature 1.06 g of Dess-Martin periodin... Starting materials: [Si](C)(C)(C(C)(C)C)OC=1C(=C(C2=C(SC(O2)CCCC(C(=O)O)(C)C)C1C)C)C (5-(5-t-butyldimethylsilyloxy-4,6,7-trimethyl-1,3-benzoxathiole-2-yl)-2,2-dimethylpentanoic acid), O.O.O.[F-].C(CCC)[N+](CCCC)(CCCC)CCCC (tetrabutylammonium fluoride trihydrate), C(C)(=O)O (acetic acid). The solvent is O1CCCC1 (tetrahydrofuran). Yields the product OC=1C(=C(C2=C(SC(O2)CCCC(C(=O)O)(C)C)C1C)C)C (5-(5-Hydroxy-4,6,7-trimethyl-1,3-benzoxathiole-2-yl)-2,2-dimethylpentanoic acid). Reaction SMILES: [Si]([O:8][C:9]1[C:10]([CH3:29])=[C:11]([CH3:28])[C:12]2[O:16][CH:15]([CH2:17][CH2:18][CH2:19][C:20]([CH3:25])([CH3:24])[C:21]([OH:23])=[O:22])[S:14][C:13]=2[C:26]=1[CH3:27])(C(C)(C)C)(C)C.O.O.O.[F-].C([N+](CCCC)(CCCC)CCCC)CCC.C(O)(=O)C>O1CCCC1>[OH:8][C:9]1[C:10]([CH3:29])=[C:11]([CH3:28])[C:12]2[O:16][CH:15]([CH2:17][CH2:18][CH2:19][C:20]([CH3:25])([CH3:24])[C:21]([OH:23])=[O:22])[S:14][C:13]=2[C:26]=1[CH3:27] |f:1.2.3.4.5|. Procedure: 3.6 g of 5-(5-t-butyldimethylsilyloxy-4,6,7-trimethyl-1,3-benzoxathiole-2-yl)-2,2-dimethylpentanoic acid (prepared as described in Example 80), 14.2 g of tetrabutylammonium fluoride trihydrate and 4.9 g of acetic acid were dissolved in 50 ml of tetrahydrofuran, and the mixture was reacted for 20 hours at room temperature. The reaction mixture was then condensed by evaporation under reduced pressure, and the residue was dissolved in ethyl acetate. The ethyl acetate solution was washed with water ... Starting materials: NCC(=O)N(C)C=1C(=C(COC=2C=3N(C=CC2)C(=C(N3)C)Br)C(=CC1)Cl)Cl (8-[3-(N-glycyl-N-methylamino)-2,6-dichlorobenzyloxy]-3-bromo-2-methylimidazo[1,2-a]pyridine), C(C(C)(C)C)(=O)Cl (Pivaloyl chloride), C(C)(C)(C)OC(=O)N1[C@H](C(=O)O)CCC1 (tert-butoxycarbonyl-L-proline), CN1CCOCC1 (N-methylmorpholine). The solvent is ClCCl (dichloromethane), ClCCl (dichloromethane). Reaction conditions: time 5 minute. The product is BrC1=C(N=C2N1C=CC=C2OCC2=C(C(=CC=C2Cl)N(C)C(CNC([C@H]2N(CCC2)C(=O)OC(C)(C)C)=O)=O)Cl)C (3-bromo-8-[3-[N-(tert-butoxycarbonyl-L-prolylglycyl)-N-methylamino]-2,6-dichlorobenzyloxy]-2-methylimidazo[1,2-a]pyridine), BrC1=C(N=C2N1C=CC=C2OCC2=C(C(=CC=C2Cl)NC(CN(C(C(C)(C)C)=O)C)=O)Cl)C (3-bromo-8-[2,6-dichloro-3-(N-methyl-N-pivaloylglycylamino)benzyloxy]-2-methylimidazo[1,2-a]pyridine). RXN SMILES: [C:1](Cl)(=[O:6])[C:2]([CH3:5])([CH3:4])[CH3:3].[C:8]([O:12][C:13]([N:15]1[CH2:22][CH2:21][CH2:20][C@H:16]1[C:17]([OH:19])=O)=[O:14])([CH3:11])([CH3:10])[CH3:9].[CH3:23]N1CCOCC1.[NH2:30][CH2:31][C:32]([N:34]([C:36]1[C:37]([Cl:56])=[C:38]([C:52]([Cl:55])=[CH:53][CH:54]=1)[CH2:39][O:40][C:41]1[C:42]2[N:43]([C:47]([Br:51])=[C:48]([CH3:50])[N:49]=2)[CH:44]=[CH:45][CH:46]=1)[CH3:35])=[O:33]>ClCCl>[Br:51][C:47]1[N:43]2[CH:44]=[CH:45][CH:46]=[C:41]([O:40][CH2:39][C:38]3[C:52]([Cl:55])=[CH:53][CH:54]=[C:36]([N:34]([C:32](=[O:33])[CH2:31][NH:30][C:17](=[O:19])[C@@H:16]4[CH2:20][CH2:21][CH2:22][N:15]4[C:13]([O:12][C:8]([CH3:9])([CH3:10])[CH3:11])=[O:14])[CH3:35])[C:37]=3[Cl:56])[C:42]2=[N:49][C:48]=1[CH3:50].[Br:51][C:47]1[N:43]2[CH:44]=[CH:45][CH:46]=[C:41]([O:40][CH2:39][C:38]3[C:52]([Cl:55])=[CH:53][CH:54]=[C:36]([NH:34][C:32](=[O:33])[CH2:31][N:30]([CH3:23])[C:1](=[O:6])[C:2]([CH3:5])([CH3:4])[CH3:3])[C:37]=3[Cl:56])[C:42]2=[N:49][C:48]=1[CH3:50]. Procedure details: Pivaloyl chloride (0.04 ml) was added dropwise to a mixture of tert-butoxycarbonyl-L-proline (77 mg), N-methylmorpholine (0.04 ml) and dichloromethane (3 ml) under a dry ice-tetrachloromethane bath cooling. This mixture was stirred for 5 minutes under an ice-water bath cooling and cooled under a dry ice-tetrachloromethane bath cooling. To the mixture was added a solution of 8-[3-(N-glycyl-N-methylamino)-2,6-dichlorobenzyloxy]-3-bromo-2-methylimidazo[1,2-a]pyridine (139 mg) in dichloromethane (4 ...